From a dataset of the Open Reaction Database (ORD), a public repository of structured organic reaction records. describe an organic reaction: reactants, conditions, products, and yield The reactants are [Br-], CC#N, COC(=O)Cc1nc(N)sc1C(=O)OC, CC(C)(C)ON=O. The product is COC(=O)Cc1nc(Br)sc1C(=O)OC. RXN SMILES: [Br-:1].[CH3:24][C:25]#[N:26].[CH3:9][O:10][C:11]([CH2:12][c:13]1[n:14][c:15]([NH2:22])[s:16][c:17]1[C:18](=[O:19])[O:20][CH3:21])=[O:23].[N:2]([O:3][C:4]([CH3:5])([CH3:6])[CH3:7])=[O:8]>>[Br:1][c:15]1[n:14][c:13]([CH2:12][C:11]([O:10][CH3:9])=[O:23])[c:17]([C:18](=[O:19])[O:20][CH3:21])[s:16]1. Starting materials: C1(CCC1)C=1C(=C(C=O)C=CC1)O (3-cyclobutyl-2-hydroxybenzaldehyde), BrN1C(CCC1=O)=O (N-bromosuccinimide). Solvent: C(C)#N (acetonitrile). Run at time 4 hour. The product is BrC=1C=C(C(=C(C=O)C1)O)C1CCC1 (5-bromo-3-cyclobutyl-2-hydroxybenzaldehyde). Reaction SMILES: [CH:1]1([C:5]2[C:6]([OH:13])=[C:7]([CH:10]=[CH:11][CH:12]=2)[CH:8]=[O:9])[CH2:4][CH2:3][CH2:2]1.[Br:14]N1C(=O)CCC1=O>C(#N)C>[Br:14][C:11]1[CH:12]=[C:5]([CH:1]2[CH2:2][CH2:3][CH2:4]2)[C:6]([OH:13])=[C:7]([CH:10]=1)[CH:8]=[O:9]. Reported procedure: 3-cyclobutyl-2-hydroxybenzaldehyde (2.29 g) was dissolved in acetonitrile (30 mL), and N-bromosuccinimide (5.10 g) was added to the solution at 0° C., and then the mixture was stirred at room temperature for 4 hours. The solvent was distilled off under reduced pressure and water was added, and then the mixture was extracted with ethyl acetate. The organic layer was washed with water and saturated brine, and then dried over anhydrous sodium sulfate. The solvent was distilled off under reduced pre...